From a dataset of the Open Reaction Database (ORD), a public repository of structured organic reaction records. describe an organic reaction: reactants, conditions, products, and yield The reactants are Cl.C(C)(=O)OCC (hydrogen chloride ethyl acetate), C(C)(C)(C)OC(=O)N1CCN(CC1)C1=NC=C(C=C1C)C1CC1 (4-(5-Cyclopropyl-3-methylpyridin-2-yl)piperazine-1-carboxylic acid tert-butyl ester), C(C)(=O)OCC (Ethyl acetate). The solvent is C(Cl)(Cl)Cl (chloroform). Reaction conditions: time 8 hour. Product: Cl.C1(CC1)C=1C=C(C(=NC1)N1CCNCC1)C (1-(5-cyclopropyl-3-methylpyridin-2-yl)piperazine hydrochloride). Reaction SMILES: C(OC([N:8]1[CH2:13][CH2:12][N:11]([C:14]2[C:19]([CH3:20])=[CH:18][C:17]([CH:21]3[CH2:23][CH2:22]3)=[CH:16][N:15]=2)[CH2:10][CH2:9]1)=O)(C)(C)C.[ClH:24].C(OCC)(=O)C.C(OCC)(=O)C>C(Cl)(Cl)Cl>[ClH:24].[CH:21]1([C:17]2[CH:18]=[C:19]([CH3:20])[C:14]([N:11]3[CH2:10][CH2:9][NH:8][CH2:13][CH2:12]3)=[N:15][CH:16]=2)[CH2:23][CH2:22]1 |f:1.2,5.6|. Procedure: To a mixture of 4-(5-bromo-3-methylpyridin-2-yl)piperazine-1-carboxylic acid tert-butyl ester (3.6 g), bis(tricyclohexylphosphine)palladium (II) dichloride (396 mg), tripotassium phosphate (12 g) and cyclopropylboronic acid (2.1 g) were added toluene (30 mL) and water (1.5 mL), and the mixture was refluxed for 8 hr. After cooling, the mixture was extracted with ethyl acetate, washed with saturated brine, and the solvent was evaporated. The residue was purified by column chromatography (chlorofor... The reactants are ClC1=NC=CC(=N1)C=1C=C(C=O)C=CC1 (3-(2-Chloro-pyrimidin-4-yl)-benzaldehyde), N[C@H](CO)C (2-(S)-amino-propan-1-ol), 278. Yields the product ClC1=NC=CC(=N1)C=1C=C(CN[C@H](CO)C)C=CC1 (2-(S)-[3-(2-Chloro-pyrimidin-4-yl)-benzylamino]-propan-1-ol). Reaction SMILES: [Cl:1][C:2]1[N:7]=[C:6]([C:8]2[CH:9]=[C:10]([CH:13]=[CH:14][CH:15]=2)[CH:11]=O)[CH:5]=[CH:4][N:3]=1.[NH2:16][C@@H:17]([CH3:20])[CH2:18][OH:19]>>[Cl:1][C:2]1[N:7]=[C:6]([C:8]2[CH:9]=[C:10]([CH:13]=[CH:14][CH:15]=2)[CH2:11][NH:16][C@@H:17]([CH3:20])[CH2:18][OH:19])[CH:5]=[CH:4][N:3]=1. Procedure: Intermediate 1 was coupled with 2-(S)-amino-propan-1-ol following procedure B. LC-MS showed the product had the expected M+H+ of 278. 1H NMR (Varian 300 MHz, CDCl3, shifts relative to the solvent peak at 7.24 ppm) δ 8.4 (m, 1H) 7.8 (s, 1H) 7.7 (m, 1H) 7.5 (m, 1H) 7.3 (m, 1H) 7.0 (m, 1H) 3.8 (m, 1H) 3.6 (m, 1H) 3.4 (m, 1H) 3.1 (m, 1H) 2.6 (m, 1H) 0.9 (m, 3H). Starting materials: C1(CCCC1)C1=NN=C(C(N1)=O)C(CC)NC(C(C)(C)C)=O (N-[1-(3-cyclopentyl-5-oxo-4,5-dihydro-1,2,4-triazin-6-yl)propyl]-2,2-dimethylpropanamide), P(=O)(Cl)(Cl)Cl (phosphoric trichloride). Yields the product C(C)(C)(C)C1=NC(=C2C(NC(=NN21)C2CCCC2)=O)CC (7-tert-Butyl-2-cyclopentyl-5-ethylimidazo[5,1-f][1,2,4]triazin-4(3H)-one). As a reaction SMILES: [CH:1]1([C:6]2[NH:11][C:10](=[O:12])[C:9]([CH:13]([NH:16][C:17](=O)[C:18]([CH3:21])([CH3:20])[CH3:19])[CH2:14][CH3:15])=[N:8][N:7]=2)[CH2:5][CH2:4][CH2:3][CH2:2]1.P(Cl)(Cl)(Cl)=O>>[C:18]([C:17]1[N:8]2[C:9]([C:10](=[O:12])[NH:11][C:6]([CH:1]3[CH2:5][CH2:4][CH2:3][CH2:2]3)=[N:7]2)=[C:13]([CH2:14][CH3:15])[N:16]=1)([CH3:21])([CH3:20])[CH3:19]. Procedure: In analogy to the procedure for Example 1, 200 mg (0.65 mmol) crude N-[1-(3-cyclopentyl-5-oxo-4,5-dihydro-1,2,4-triazin-6-yl)propyl]-2,2-dimethylpropanamide, 165 mg (1.1 mmol) phosphoric trichloride are stirred at reflux for 4 hours, proportionate amounts of the solvents are used. The product is purified by chromatography (preparative HPLC). Starting materials: CC(C)(C)OC(=O)OC(=O)OC(C)(C)C, C1CCOC1, CCN(C(C)C)C(C)C, CC(C)(C)OC(=O)NC(Cc1cc(Cl)c2c(c1)OCO2)C(O)c1nccs1, ClCCl, CC(C)(C)[Si](C)(C)OS(=O)(=O)C(F)(F)F, Cc1cccc(C)n1. The product is CC(C)(C)OC(=O)NC(Cc1cc(Cl)c2c(c1)OCO2)C(O[Si](C)(C)C(C)(C)C)c1nccs1. Reaction SMILES: [C:60]([O:61][C:62]([O:63][C:64]([O:65][C:66]([CH3:67])([CH3:68])[CH3:69])=[O:70])=[O:71])([CH3:72])([CH3:73])[CH3:74].[CH2:75]1[O:76][CH2:77][CH2:78][CH2:79]1.[CH:51]([N:52]([CH2:53][CH3:54])[CH:55]([CH3:56])[CH3:57])([CH3:58])[CH3:59].[Cl:1][c:2]1[cH:3][c:4]([CH2:11][CH:12]([CH:13]([c:14]2[s:15][cH:16][cH:17][n:18]2)[OH:19])[NH:20][C:21]([O:22][C:23]([CH3:24])([CH3:25])[CH3:26])=[O:27])[cH:5][c:6]2[c:7]1[O:8][CH2:9][O:10]2.[Cl:80][CH2:81][Cl:82].[S:36]([O:37][Si:44]([CH3:45])([CH3:46])[C:47]([CH3:48])([CH3:49])[CH3:50])([C:38]([F:39])([F:40])[F:41])(=[O:42])=[O:43].[n:28]1[c:29]([CH3:30])[cH:31][cH:32][cH:33][c:34]1[CH3:35]>>[Cl:1][c:2]1[cH:3][c:4]([CH2:11][CH:12]([CH:13]([c:14]2[s:15][cH:16][cH:17][n:18]2)[O:19][Si:44]([CH3:45])([CH3:46])[C:47]([CH3:48])([CH3:49])[CH3:50])[NH:20][C:21]([O:22][C:23]([CH3:24])([CH3:25])[CH3:26])=[O:27])[cH:5][c:6]2[c:7]1[O:8][CH2:9][O:10]2. Reactants: ClC1=NC=CC=C1N (2-chloro-3-aminopyridine), dichloro(diphenylphosphinopropane)nickel, O1CCCC1 (tetrahydrofuran), ClN1C=CC2=C1C=CC=N2 (1-chloropyrrolopyridine), C(C)(=O)OCC (ethyl acetate). Product: C(CCC)C1=CC=C(CC=2N=CC=C3C2NC=C3)C=C1 (7-(4-Butylbenzyl)-1H-pyrrolo[2,3-c]pyridine). As a reaction SMILES: Cl[N:2]1[C:6]2[CH:7]=[CH:8][CH:9]=[N:10][C:5]=2[CH:4]=[CH:3]1.Cl[C:12]1[C:17](N)=[CH:16][CH:15]=[CH:14]N=1.[C:19](OCC)(=O)[CH3:20].O1[CH2:29][CH2:28][CH2:27][CH2:26]1>>[CH2:26]([C:16]1[CH:17]=[CH:12][C:3]([CH2:4][C:5]2[N:10]=[CH:9][CH:8]=[C:7]3[CH:20]=[CH:19][NH:2][C:6]=23)=[CH:14][CH:15]=1)[CH2:27][CH2:28][CH3:29]. Procedure: The compound of Example B205 (800 μl, 0.3 mmol) was added to a solution of 1-chloropyrrolopyridine (19.4 mg, 0.127 mmol), which was synthesized from 2-chloro-3-aminopyridine according to the method of H07-165,708A, and dichloro(diphenylphosphinopropane)nickel (6.9 mg, 0.013 mmol) in tetrahydrofuran (1 ml) under ice-cooling, and the mixture was stirred while heating under reflux for 4 hours. After allowing the mixture to cool to room temperature, ethyl acetate was added thereto. The resulting mix... Reactants: [OH-].[K+] (potassium hydroxide), COC(/C(=C/C1=CC=C(C2=C1SC=C2)OCCC=2N=C(OC2C)C2=CC=CC=C2)/OC)=O ((Z)-2-methoxy-3-{4-[2-(5-methyl-2-phenyl-oxazol-4-yl)-ethoxy]-benzo[b]thiophen-7-yl}-acrylic acid methyl ester), Cl (hydrochloric acid). Run in O (water), CO (methanol). Reaction conditions: temperature 100 celsius, time 90 minute. Product: CO\C(\C(=O)O)=C/C1=CC=C(C2=C1SC=C2)OCCC=2N=C(OC2C)C2=CC=CC=C2 ((Z)-2-Methoxy-3-{4-[2-(5-methyl-2-phenyl-oxazol-4-yl)-ethoxy]-benzo[b]thiophen-7-yl}-acrylic acid). Yield: 94.8%. RXN SMILES: C[O:2][C:3](=[O:32])/[C:4](/[O:30][CH3:31])=[CH:5]/[C:6]1[C:11]2[S:12][CH:13]=[CH:14][C:10]=2[C:9]([O:15][CH2:16][CH2:17][C:18]2[N:19]=[C:20]([C:24]3[CH:29]=[CH:28][CH:27]=[CH:26][CH:25]=3)[O:21][C:22]=2[CH3:23])=[CH:8][CH:7]=1.[OH-].[K+].Cl>CO.O>[CH3:31][O:30]/[C:4](=[CH:5]\[C:6]1[C:11]2[S:12][CH:13]=[CH:14][C:10]=2[C:9]([O:15][CH2:16][CH2:17][C:18]2[N:19]=[C:20]([C:24]3[CH:29]=[CH:28][CH:27]=[CH:26][CH:25]=3)[O:21][C:22]=2[CH3:23])=[CH:8][CH:7]=1)/[C:3]([OH:32])=[O:2] |f:1.2|. Reported procedure: To a suspension of 45.81 g of (Z)-2-methoxy-3-{4-[2-(5-methyl-2-phenyl-oxazol-4-yl)-ethoxy]-benzo[b]thiophen-7-yl}-acrylic acid methyl ester (100.9 mmol) in 920 ml of methanol, a solution of 40.15 g of potassium hydroxide (615.3 mmol) in 92 ml of water was added within 5 minutes. The white suspension was stirred for 90 min at 100° C. The formed yellowish reaction solution was cooled to 60° C., 54 ml of conc. hydrochloric acid were added dropwise within 5 min (pH 3-4) and the resulting thick susp... Starting materials: NC1=NC=CC(=C1)C(C)(C)O (2-(2-Aminopyridin-4-yl)propan-2-ol), [H-].[Na+] (sodium hydride), FC1=CC=C(C2=CC=CC=C12)[N+](=O)[O-] (1-fluoro-4-nitronaphthalene). The solvent is CN(C)C=O (DMF), CN(C)C=O (DMF). Run at temperature 0 celsius, time 5 minute. Product: [N+](=O)([O-])C1=CC=C(C2=CC=CC=C12)OC(C)(C)C1=CC(=NC=C1)N (4-(2-(4-Nitronaphthalen-1-yloxy)propan-2-yl)pyridin-2-amine). Isolated yield 8.7%. Reaction SMILES: [NH2:1][C:2]1[CH:7]=[C:6]([C:8]([OH:11])([CH3:10])[CH3:9])[CH:5]=[CH:4][N:3]=1.[H-].[Na+].F[C:15]1[C:24]2[C:19](=[CH:20][CH:21]=[CH:22][CH:23]=2)[C:18]([N+:25]([O-:27])=[O:26])=[CH:17][CH:16]=1>CN(C=O)C>[N+:25]([C:18]1[C:19]2[C:24](=[CH:23][CH:22]=[CH:21][CH:20]=2)[C:15]([O:11][C:8]([C:6]2[CH:5]=[CH:4][N:3]=[C:2]([NH2:1])[CH:7]=2)([CH3:9])[CH3:10])=[CH:16][CH:17]=1)([O-:27])=[O:26] |f:1.2|. Procedure: To a stirred solution of 2-(2-aminopyridin-4-yl)propan-2-ol (40) (1.55 g, 10.0 mmol) in DMF (30 mL), under nitrogen at 0° C., was added sodium hydride (60% wt, 0.61 g, 15.0 mmol) and the resulting mixture was stirred at 0° C. for 5 min. A solution of 1-fluoro-4-nitronaphthalene (14) (1.95 g, 10 mmol) in DMF (30 mL) was added dropwise and the resulting dark-red mixture was stirred at 0° C. for a further 5 min and then at RT for 2 hr. The reaction mixture was quenched by the addition of saturated ...